Dataset: the Open Reaction Database (ORD), a public repository of structured organic reaction records. Task: describe an organic reaction: reactants, conditions, products, and yield The reactants are Cc1ccccc1, O=C(Cl)Cl, OCC(c1ccccc1)c1ccccc1. The product is O=C(Cl)OCC(c1ccccc1)c1ccccc1. Reaction SMILES: [CH3:20][c:21]1[cH:22][cH:23][cH:24][cH:25][cH:26]1.[Cl:16][C:17]([Cl:18])=[O:19].[c:1]1([CH:7]([CH2:8][OH:9])[c:10]2[cH:11][cH:12][cH:13][cH:14][cH:15]2)[cH:2][cH:3][cH:4][cH:5][cH:6]1>>[c:1]1([CH:7]([CH2:8][O:9][C:17]([Cl:16])=[O:19])[c:10]2[cH:11][cH:12][cH:13][cH:14][cH:15]2)[cH:2][cH:3][cH:4][cH:5][cH:6]1.